From a dataset of the Open Reaction Database (ORD), a public repository of structured organic reaction records. describe an organic reaction: reactants, conditions, products, and yield Yields the product O=[N+]([O-])c1cc(Br)cnc1-n1cccn1. As a reaction SMILES: [Br:1][c:2]1[cH:3][c:4]([N+:9](=[O:10])[O-:11])[c:5]([Cl:8])[n:6][cH:7]1.[CH2:17]1[O:18][CH2:19][CH2:20][O:21][CH2:22]1.[nH:12]1[n:13][cH:14][cH:15][cH:16]1>>[Br:1][c:2]1[cH:3][c:4]([N+:9](=[O:10])[O-:11])[c:5](-[n:12]2[n:13][cH:14][cH:15][cH:16]2)[n:6][cH:7]1. Reactants: O=[N+]([O-])c1cc(Br)cnc1Cl, C1COCCO1, c1cn[nH]c1. Starting materials: CC(C)(C)c1cc(C=O)cc(c1)C(C)(C)C, CC1=CN=C(C=C1)N, [C-]#[N+]C1CCCCC1. The reagents and catalysts are O=C(O)C(F)(F)F (trifluoroacetic acid). Run in CC(C)O (isopropyl alcohol), CC(C)O (isopropylalcohol). Run at temperature 22 celsius, time 20 hour. Yields the product Cc1ccc2nc(c3cc(cc(c3)C(C)(C)C)C(C)(C)C)c(NC3CCCCC3)n2c1. Isolated yield 100.0%. RXN SMILES: CC1=CC=C(N)N=C1.[C-]#[N+]C1CCCCC1.CC(C)(C)C1=CC(=CC(C=O)=C1)C(C)(C)C>>CC1=CN2C(C=C1)=NC(=C2NC1CCCCC1)C1=CC(=CC(=C1)C(C)(C)C)C(C)(C)C. Reactants: H+, NC1=C(C=C(C=N1)C=1C=NN(C1C)C1CCN(CC1)C(=O)OC(C)(C)C)C=1OC2=C(N1)C=CC=C2 (tert-butyl 4-[4-[6-amino-5-(1,3-benzoxazol-2-yl)-3-pyridyl]-5-methyl-pyrazol-1-yl]piperidine-1-carboxylate). Solvent: ClCCl (dichloromethane). Reaction conditions: temperature 25 celsius, time 1 hour. Yields the product O1C(=NC2=C1C=CC=C2)C=2C(=NC=C(C2)C=2C=NN(C2C)C2CCNCC2)N (3-(1,3-benzoxazol-2-yl)-5-[5-methyl-1-(4-piperidyl)pyrazol-4-yl]pyridin-2-amine). Isolated yield 66.4%. Reaction SMILES: [NH2:1][C:2]1[N:7]=[CH:6][C:5]([C:8]2[CH:9]=[N:10][N:11]([CH:14]3[CH2:19][CH2:18][N:17](C(OC(C)(C)C)=O)[CH2:16][CH2:15]3)[C:12]=2[CH3:13])=[CH:4][C:3]=1[C:27]1[O:28][C:29]2[CH:35]=[CH:34][CH:33]=[CH:32][C:30]=2[N:31]=1>ClCCl>[O:28]1[C:29]2[CH:35]=[CH:34][CH:33]=[CH:32][C:30]=2[N:31]=[C:27]1[C:3]1[C:2]([NH2:1])=[N:7][CH:6]=[C:5]([C:8]2[CH:9]=[N:10][N:11]([CH:14]3[CH2:19][CH2:18][NH:17][CH2:16][CH2:15]3)[C:12]=2[CH3:13])[CH:4]=1. Reported procedure: 3-(1,3-benzoxazol-2-yl)-5-(4,4,5,5-tetramethyl-1,3,2-dioxaborolan-2-yl)pyridin-2-amine (400 mg), tert-butyl 4-(4-bromo-5-methyl-pyrazol-1-yl)piperidine-1-carboxylate (371 mg), tris(dibenzylideneacetone)dipalladium (49 mg), tricyclohexylphosphine (30 mg) and potassium phosphate (389 mg, 1.83 mmol) in dioxane (2.4 ml) and water (0.4 ml) were stirred at 100° C. for 3 h under argon. The reaction mixture was filtered and purified by preparative HPLC using a Waters X-Terra reverse-phase column (C-18, ... Starting materials: C(OC1=CC=CC=C1)(=O)Cl (phenyl chlorocarbonate), NC1=CC=C(C=C1)N1N=CN(C1=O)C1=CC=C(C=C1)OCC(C(F)F)(F)F (2-(4-Aminophenyl)-4-[4-(2,2,3,3-tetrafluoropropoxy) phenyl]-3(2H,4H)-1,2,4-triazolone), N1=CC=CC=C1 (pyridine), O (Water). Run in C(C)(=O)OCC (ethyl acetate), C(C)(=O)OCC (ethyl acetate), C(C)(=O)OCC (ethyl acetate), O1CCCC1 (tetrahydrofuran). Conditions: time 2 hour. Yields the product O=C1N(C=NN1C1=CC=C(C=C1)NC(OC1=CC=CC=C1)=O)C1=CC=C(C=C1)OCC(C(F)F)(F)F (phenyl 4-[5-oxo-4-[4-(2,2,3,3-tetrafluoropropoxy)phenyl]-1H,4H-1,2,4-triazol-1-yl]phenylcarbamate). Yield: 92.6%. RXN SMILES: [NH2:1][C:2]1[CH:7]=[CH:6][C:5]([N:8]2[C:12](=[O:13])[N:11]([C:14]3[CH:19]=[CH:18][C:17]([O:20][CH2:21][C:22]([F:27])([F:26])[CH:23]([F:25])[F:24])=[CH:16][CH:15]=3)[CH:10]=[N:9]2)=[CH:4][CH:3]=1.N1C=CC=CC=1.[C:34](Cl)(=[O:42])[O:35][C:36]1[CH:41]=[CH:40][CH:39]=[CH:38][CH:37]=1.O>C(OCC)(=O)C.O1CCCC1>[O:13]=[C:12]1[N:8]([C:5]2[CH:4]=[CH:3][C:2]([NH:1][C:34](=[O:42])[O:35][C:36]3[CH:41]=[CH:40][CH:39]=[CH:38][CH:37]=3)=[CH:7][CH:6]=2)[N:9]=[CH:10][N:11]1[C:14]1[CH:15]=[CH:16][C:17]([O:20][CH2:21][C:22]([F:26])([F:27])[CH:23]([F:24])[F:25])=[CH:18][CH:19]=1. Procedure: 2-(4-Aminophenyl)-4-[4-(2,2,3,3-tetrafluoropropoxy) phenyl]-3(2H,4H)-1,2,4-triazolone (4.6 g) and pyridine (1.43 g) were dissolved in ethyl acetate (200 ml). To the resultant was added dropwise at room temperature a solution of phenyl chlorocarbonate (2.83 g) in ethyl acetate (20 ml). After the addition was completed, the reaction solution was stirred at room temperature for 2 hours. Water (200 ml), ethyl acetate (600 ml) and tetrahydrofuran (300 ml) were added thereto. The separated organic lay... The reactants are ClC1=C(C(=O)N[C@@H](C(=O)O)CC=2C=C3C=CC(=NC3=CC2)C2=C(C=CC=C2Cl)Cl)C(=CC=C1)Cl ((2R)-2-[(2,6-dichlorobenzoyl)amino]-3-[2-(2,6-dichlorophenyl)-6-quinolinyl]propanoic acid), (D)-p-nitro-Phe-OMe, ClC1=C(C(=O)N[C@@H](C(=O)OC)CC=2C=C3C(CC(NC3=CC2)C2=C(C=CC=C2Cl)Cl)SC2=CC=CC=C2)C(=CC=C1)Cl (methyl (2R)-2-[(2,6-dichlorobenzoyl)amino]-3-[2-(2,6-dichlorophenyl)-4-(phenylsulfanyl)-1,2,3,4-tetrahydro-6-quinolinyl]propanoate). Product: ClC1=C(C(=O)N[C@H](C(=O)O)CC=2C=C3C=CC(=NC3=CC2)C2=C(C=CC=C2Cl)Cl)C(=CC=C1)Cl ((2S)-2-[(2,6-dichlorobenzoyl)amino]-3-[2-(2,6-dichlorophenyl)-6-quinolinyl]propanoic acid). RXN SMILES: [Cl:1][C:2]1[CH:33]=[CH:32][CH:31]=[C:30]([Cl:34])[C:3]=1[C:4]([NH:6][C@H:7]([CH2:11][C:12]1[CH:13]=[C:14]2[C:19](=[CH:20][CH:21]=1)[N:18]=[C:17]([C:22]1[C:27]([Cl:28])=[CH:26][CH:25]=[CH:24][C:23]=1[Cl:29])[CH:16]=[CH:15]2)[C:8]([OH:10])=[O:9])=[O:5].ClC1C=CC=C(Cl)C=1C(N[C@H](CC1C=C2C(=CC=1)NC(C1C(Cl)=CC=CC=1Cl)CC2SC1C=CC=CC=1)C(OC)=O)=O>>[Cl:1][C:2]1[CH:33]=[CH:32][CH:31]=[C:30]([Cl:34])[C:3]=1[C:4]([NH:6][C@@H:7]([CH2:11][C:12]1[CH:13]=[C:14]2[C:19](=[CH:20][CH:21]=1)[N:18]=[C:17]([C:22]1[C:27]([Cl:28])=[CH:26][CH:25]=[CH:24][C:23]=1[Cl:29])[CH:16]=[CH:15]2)[C:8]([OH:10])=[O:9])=[O:5]. Procedure details: (2R)-2-[(2,6-dichlorobenzoyl)amino]-3-[2-(2,6-dichlorophenyl)-6-quinolinyl]propanoic acid 40 can be synthesised according to the same procedure but starting from (D)-p-nitro-Phe-OMe, involving methyl (2R)-2-[(2,6-dichlorobenzoyl)amino]-3-[2-(2,6-dichlorophenyl)-4-(phenylsulfanyl)-1,2,3,4-tetrahydro-6-quinolinyl]propanoate 24a (MS (MH+): 659/661) as intermediate. Run at time 16 hour. Procedure: A concentrated solution of ammonium hydroxide (2 mL) was added to a solution of {3-[4-(3-fluoro-benzenesulfonyl)-2-methyl-phenyl]-pyrrolidin-1-yl}-acetic acid methyl ester (130 mg, 0.3321 mmol) in methanol (2 mL) and the resulting mixture was stirred at room temperature for 16 hours. Solvent was evaporated under reduced pressure and the crude material was purified via flash chromatography (DCM/MeOH/NH4OH) to give 0.102 g of 2-{3-[4-(3-fluoro-benzenesulfonyl)-2-methyl-phenyl]-pyrrolidin-1-yl}-ace... Product: FC=1C=C(C=CC1)S(=O)(=O)C1=CC(=C(C=C1)C1CN(CC1)CC(=O)N)C (2-{3-[4-(3-fluoro-benzenesulfonyl)-2-methyl-phenyl]-pyrrolidin-1-yl}-acetamide). Starting materials: [OH-].[NH4+] (ammonium hydroxide), COC(CN1CC(CC1)C1=C(C=C(C=C1)S(=O)(=O)C1=CC(=CC=C1)F)C)=O ({3-[4-(3-fluoro-benzenesulfonyl)-2-methyl-phenyl]-pyrrolidin-1-yl}-acetic acid methyl ester). As a reaction SMILES: [OH-].[NH4+:2].CO[C:5](=[O:29])[CH2:6][N:7]1[CH2:11][CH2:10][CH:9]([C:12]2[CH:17]=[CH:16][C:15]([S:18]([C:21]3[CH:26]=[CH:25][CH:24]=[C:23]([F:27])[CH:22]=3)(=[O:20])=[O:19])=[CH:14][C:13]=2[CH3:28])[CH2:8]1>CO>[F:27][C:23]1[CH:22]=[C:21]([S:18]([C:15]2[CH:16]=[CH:17][C:12]([CH:9]3[CH2:10][CH2:11][N:7]([CH2:6][C:5]([NH2:2])=[O:29])[CH2:8]3)=[C:13]([CH3:28])[CH:14]=2)(=[O:20])=[O:19])[CH:26]=[CH:25][CH:24]=1 |f:0.1|. Run in CO (methanol). Reactants: C1CCOC1, O=[N+]([O-])c1cc(O)c(F)c(F)c1, [H-], CI, [Na+], CN(C)C=O. Product: COc1cc([N+](=O)[O-])cc(F)c1F. As a reaction SMILES: [CH2:22]1[O:23][CH2:24][CH2:25][CH2:26]1.[F:3][c:4]1[c:5]([OH:14])[cH:6][c:7]([N+:11](=[O:12])[O-:13])[cH:8][c:9]1[F:10].[H-:1].[I:15][CH3:16].[Na+:2].[O:17]=[CH:18][N:19]([CH3:20])[CH3:21]>>[F:3][c:4]1[c:5]([O:14][CH3:16])[cH:6][c:7]([N+:11](=[O:12])[O-:13])[cH:8][c:9]1[F:10].